Dataset: the Open Reaction Database (ORD), a public repository of structured organic reaction records. Task: describe an organic reaction: reactants, conditions, products, and yield Reactants: crude material, NC1=NN(C(=C1)C)C (3-amino-1,5-dimethyl pyrazole), C(C)(C)OC(C)C (diisopropyloxide), C(=O)(O)[O-].[Na+] (NaHCO3), CC1=C(C(=O)Cl)C(=CC=C1)C (2,6 dimethyl benzoyl chloride). Solvent: CCOC(=O)C (AcOEt), C(Cl)Cl (CH2Cl2), C(Cl)Cl (CH2Cl2). Reaction conditions: time 18 hour. Yields the product CN1N=C(C=C1C)NC(C1=C(C=CC=C1C)C)=O (N-(1,5-dimethylpyrazol-3-yl)-2,6 dimethyl benzamide). The yield is 38.2%. Reaction SMILES: [NH2:1][C:2]1[CH:6]=[C:5]([CH3:7])[N:4]([CH3:8])[N:3]=1.[CH3:9][C:10]1[CH:18]=[CH:17][CH:16]=[C:15]([CH3:19])[C:11]=1[C:12](Cl)=[O:13].C([O-])(O)=O.[Na+].C(OC(C)C)(C)C>C(Cl)Cl.CCOC(C)=O>[CH3:8][N:4]1[C:5]([CH3:7])=[CH:6][C:2]([NH:1][C:12](=[O:13])[C:11]2[C:15]([CH3:19])=[CH:16][CH:17]=[CH:18][C:10]=2[CH3:9])=[N:3]1 |f:2.3|. Procedure: To a cooled (0°-5° C.) solution of 3-amino-1,5-dimethyl pyrazole (95%, 32.7 g, 0.28M) in anhydrous CH2Cl2 (200 ml) was added a CH2Cl2 (100 ml) solution of the 2,6 dimethyl benzoyl chloride (23.6 g, 0.14M). The reaction mixture was allowed to room temperature for 18 hours and then CH2Cl2 was concentrated to give an oily mixture which was diluted in AcOEt. This suspension was then treated with saturated NaHCO3. After usual work-up, the crude material was cristallized with diisopropyloxide to give ... Reactants: FC1=C(C=CC=C1)C(C#N)(CCN1C(CCCC1)C)CCN(C(C)C)C(C)C (α-(o-fluorophenyl)-α-[2-(diisopropylamino)ethyl]-α-[2-(2-methyl-1-piperidinyl)ethyl]acetonitrile), [OH-].[Na+] (sodium hydroxide). Run in 67, S(O)(O)(=O)=O (sulfuric acid), O (water). Run at temperature 0 celsius. The product is FC1=C(C=CC=C1)C(C(=O)N)(CCN1C(CCCC1)C)CCN(C(C)C)C(C)C (α-(o-fluorophenyl)-α-[2-(diisopropylamino)ethyl]-α-[2-(2-methyl-1-piperidinyl)ethyl]acetamide). RXN SMILES: [F:1][C:2]1[CH:7]=[CH:6][CH:5]=[CH:4][C:3]=1[C:8]([CH2:20][CH2:21][N:22]([CH:26]([CH3:28])[CH3:27])[CH:23]([CH3:25])[CH3:24])([CH2:11][CH2:12][N:13]1[CH2:18][CH2:17][CH2:16][CH2:15][CH:14]1[CH3:19])[C:9]#[N:10].[OH-:29].[Na+]>S(=O)(=O)(O)O.O>[F:1][C:2]1[CH:7]=[CH:6][CH:5]=[CH:4][C:3]=1[C:8]([CH2:20][CH2:21][N:22]([CH:23]([CH3:25])[CH3:24])[CH:26]([CH3:28])[CH3:27])([CH2:11][CH2:12][N:13]1[CH2:18][CH2:17][CH2:16][CH2:15][CH:14]1[CH3:19])[C:9]([NH2:10])=[O:29] |f:1.2|. Procedure: 7 Parts of the preceding acetonitrile is dissolved in a solution of 67 parts by volume of concentrated sulfuric acid and 3 parts by volume of water. The resulting solution is heated on a steam bath for about 2 hours and then cooled to about 0° C. and made alkaline by the addition of diluted sodium hydroxide. The alkaline solution is extracted with ether, the ether extract dried over calcium sulfate, stripped of solvent and the residue crystallized from pentane to afford α-(o-fluorophenyl)-α-[2-(... Reactants: C=CCC(NC(=O)OC(C)(C)C)C(=O)O, COC(=O)C(N)Cc1ccc2ccccc2c1, CN1CCOCC1, CCN=C=NCCCN(C)C, CN(C)C=O, On1nnc2ccccc21. Yields the product C=CCC(NC(=O)OC(C)(C)C)C(=O)NC(Cc1ccc2ccccc2c1)C(=O)OC. Reaction SMILES: [C:1]([CH3:2])([CH3:3])([CH3:4])[O:5][C:6](=[O:7])[NH:8][CH:9]([C:10](=[O:11])[OH:12])[CH2:13][CH:14]=[CH2:15].[CH3:16][O:17][C:18]([CH:19]([CH2:20][c:21]1[cH:22][c:23]2[cH:24][cH:25][cH:26][cH:27][c:28]2[cH:29][cH:30]1)[NH2:31])=[O:32].[CH3:43][N:44]1[CH2:45][CH2:46][O:47][CH2:48][CH2:49]1.[CH3:50][N:51]([CH3:52])[CH2:53][CH2:54][CH2:55][N:56]=[C:57]=[N:58][CH2:59][CH3:60].[O:61]=[CH:62][N:63]([CH3:64])[CH3:65].[OH:33][n:34]1[c:35]2[cH:36][cH:37][cH:38][cH:39][c:40]2[n:41][n:42]1>>[C:1]([CH3:2])([CH3:3])([CH3:4])[O:5][C:6](=[O:7])[NH:8][CH:9]([C:10](=[O:12])[NH:31][CH:19]([C:18]([O:17][CH3:16])=[O:32])[CH2:20][c:21]1[cH:22][c:23]2[cH:24][cH:25][cH:26][cH:27][c:28]2[cH:29][cH:30]1)[CH2:13][CH:14]=[CH2:15]. Reaction SMILES: Cl[C:2]1[N:7]2[N:8]=[C:9]([CH3:11])[CH:10]=[C:6]2[N:5]=[C:4]([NH:12][C:13](=[O:24])[C:14]2[CH:19]=[CH:18][C:17]([C:20]([OH:23])([CH3:22])[CH3:21])=[CH:16][CH:15]=2)[CH:3]=1.[OH:25][CH2:26][CH2:27][NH:28][C:29]([CH:31]1[CH2:36][CH2:35][CH2:34][NH:33][CH2:32]1)=[O:30].C(N(CC)C(C)C)(C)C>CN(C=O)C.CS(C)=O.CO>[OH:25][CH2:26][CH2:27][NH:28][C:29]([CH:31]1[CH2:36][CH2:35][CH2:34][N:33]([C:2]2[N:7]3[N:8]=[C:9]([CH3:11])[CH:10]=[C:6]3[N:5]=[C:4]([NH:12][C:13](=[O:24])[C:14]3[CH:19]=[CH:18][C:17]([C:20]([OH:23])([CH3:22])[CH3:21])=[CH:16][CH:15]=3)[CH:3]=2)[CH2:32]1)=[O:30]. The yield is 47.3%. Product: OCCNC(=O)C1CN(CCC1)C1=CC(=NC=2N1N=C(C2)C)NC(C2=CC=C(C=C2)C(C)(C)O)=O (N-(2-hydroxyethyl)-1-(5-(4-(2-hydroxypropan-2-yl)benzamido)-2-methylpyrazolo[1,5-a]pyrimidin-7-yl)piperidine-3-carboxamide). The solvent is CN(C)C=O (DMF), CO (methanol). Procedure details: A solution of N-(7-chloro-2-methylpyrazolo[1,5-a]pyrimidin-5-yl)-4-(2-hydroxypropan-2-yl)benzamide (2F, 100 mg, 0.290 mmol), N-(2-hydroxyethyl)piperidine-3-carboxamide (100 mg, 0.580 mmol), and N, N-diisopropylethylamine (112 mg, 0.870 mmol) in DMF (1.0 mL) was stirred at 100° C. for 3 h. After cooling to room temperature, the mixture was diluted with a few drops of DMSO and methanol, and was then purified by preparatory HPLC (20-45% MeCN/H2O gradient+0.01% TFA). Lyophilization of the combined f... The reagents and catalysts are CS(=O)C (DMSO). Starting materials: ClC1=CC(=NC=2N1N=C(C2)C)NC(C2=CC=C(C=C2)C(C)(C)O)=O (N-(7-chloro-2-methylpyrazolo[1,5-a]pyrimidin-5-yl)-4-(2-hydroxypropan-2-yl)benzamide), OCCNC(=O)C1CNCCC1 (N-(2-hydroxyethyl)piperidine-3-carboxamide), C(C)(C)N(C(C)C)CC (N, N-diisopropylethylamine).